Dataset: the Open Reaction Database (ORD), a public repository of structured organic reaction records. Task: describe an organic reaction: reactants, conditions, products, and yield Reactants: OCC=1NC2=C(C=NC=C2)N1 (2-hydroxymethyl-1H-imidazo[4,5-c]pyridine), N1C=NC=C1 (imidazole), [Si](C)(C)(C(C)(C)C)Cl (t-butyldimethylsilyl chloride). The solvent is CN(C=O)C (dimethylformamide). The product is [Si](C)(C)(C(C)(C)C)OCC=1NC2=C(C=NC=C2)N1 (2-t-Butyldimethylsilyloxymethyl-1H-imidazo-[4,5-c]pyridine). Reaction SMILES: [OH:1][CH2:2][C:3]1[NH:4][C:5]2[CH:10]=[CH:9][N:8]=[CH:7][C:6]=2[N:11]=1.N1C=CN=C1.[Si:17](Cl)([C:20]([CH3:23])([CH3:22])[CH3:21])([CH3:19])[CH3:18]>CN(C)C=O>[Si:17]([O:1][CH2:2][C:3]1[NH:4][C:5]2[CH:10]=[CH:9][N:8]=[CH:7][C:6]=2[N:11]=1)([C:20]([CH3:23])([CH3:22])[CH3:21])([CH3:19])[CH3:18]. Procedure details: A procedure similar to that described in Preparation 49 was repeated, except that 5.00 g of 2-hydroxymethyl-1H-imidazo[4,5-c]pyridine, 6.85 g of imidazole, 7.58 g of t-butyldimethylsilyl chloride and 100 ml of dimethylformamide were used, to give the title compound as a crude product. This crude product was purified by column chromatography through silica gel, using a 10:1 by volume mixture of ethyl acetate and methanol as the eluent, to give 7.40 g of the title compound, melting at 53°-55° C. Starting materials: COC(CCC(=O)N[C@@H](CC1=CC=CC=C1)C(=O)OC)=O (N-(4-Methoxy-1,4-dioxobutyl)-L-phenylalanine, methyl ester), [H-].[Na+] (sodium hydride). Solvent: O1CCOCC1 (dioxane). Run at time 8 hour. Yields the product O=C1C(NC(CC1C(=O)OC)=O)CC1=CC=CC=C1 (3,6-dioxo-2-(phenylmethyl)-4-piperidinecarboxylic acid, methyl ester). As a reaction SMILES: [CH3:1][O:2][C:3](=[O:21])[CH2:4][CH2:5][C:6]([NH:8][C@H:9]([C:17]([O:19]C)=O)[CH2:10][C:11]1[CH:16]=[CH:15][CH:14]=[CH:13][CH:12]=1)=[O:7].[H-].[Na+]>O1CCOCC1>[O:19]=[C:17]1[CH:4]([C:3]([O:2][CH3:1])=[O:21])[CH2:5][C:6](=[O:7])[NH:8][CH:9]1[CH2:10][C:11]1[CH:12]=[CH:13][CH:14]=[CH:15][CH:16]=1 |f:1.2|. Procedure: N-(4-Methoxy-1,4-dioxobutyl)-L-phenylalanine, methyl ester, 6.74 g (0.023 mole), was dissolved in 200 ml of dioxane, and 2.2 g (0.055 mole) of 60% sodium hydride in mineral oil dispersion slowly added. The mixture was refluxed for four hours, stirred, and allowed to reach room temperature overnight. The solvent was evaporated in vacuo and the residue dissolved in 100 ml of water, acidified with concentrated hydrochloric acid to pH 8.5 and extracted with 200 ml ethyl acetate. The ethyl acetate la... Starting materials: Cl.FC(COC1=CC=C(C=N1)C(C)N)(F)F ((−)-1-(6-(2,2,2-trifluoroethoxy)pyridin-3-yl)ethanamine hydrochloride), BrC=1C=C(C(=O)O)C=C(N1)C (2-bromo-6-methylisonicotinic acid). Product: BrC=1C=C(C(=O)NC(C)C=2C=NC(=CC2)OCC(F)(F)F)C=C(N1)C (2-bromo-6-methyl-N-(1-(6-(2,2,2-trifluoroethoxy)pyridin-3-yl)ethyl)isonicotinamide). Yield: 29.0%. As a reaction SMILES: Cl.[F:2][C:3]([F:16])([F:15])[CH2:4][O:5][C:6]1[N:11]=[CH:10][C:9]([CH:12]([NH2:14])[CH3:13])=[CH:8][CH:7]=1.[Br:17][C:18]1[CH:19]=[C:20]([CH:24]=[C:25]([CH3:27])[N:26]=1)[C:21](O)=[O:22]>>[Br:17][C:18]1[CH:19]=[C:20]([CH:24]=[C:25]([CH3:27])[N:26]=1)[C:21]([NH:14][CH:12]([C:9]1[CH:10]=[N:11][C:6]([O:5][CH2:4][C:3]([F:2])([F:15])[F:16])=[CH:7][CH:8]=1)[CH3:13])=[O:22] |f:0.1|. Procedure details: The title compound is prepared in 29% yield (182 mg, a white solid) from (−)-1-(6-(2,2,2-trifluoroethoxy)pyridin-3-yl)ethanamine hydrochloride (200 mg, 0.78 mmol, Amine-1, single enantiomer) and 2-bromo-6-methylisonicotinic acid (269 mg, 1.95 mmol) by the similar manner in Step-1 of Example-8. Starting materials: O=[N+]([O-])c1cccnc1Cl, Cl, Cl, [K+], [K+], O=C([O-])[O-], CN(C)C=O, c1nc2c([nH]1)CCNC2. Yields the product O=[N+]([O-])c1cccnc1N1CCc2[nH]cnc2C1. Reaction SMILES: [Cl:12][c:13]1[n:14][cH:15][cH:16][cH:17][c:18]1[N+:19](=[O:20])[O-:21].[ClH:1].[ClH:2].[K+:22].[K+:23].[O-:24][C:25]([O-:26])=[O:27].[O:28]=[CH:29][N:30]([CH3:31])[CH3:32].[nH:3]1[cH:4][n:5][c:6]2[c:11]1[CH2:10][CH2:9][NH:8][CH2:7]2>>[nH:3]1[cH:4][n:5][c:6]2[c:11]1[CH2:10][CH2:9][N:8]([c:13]1[n:14][cH:15][cH:16][cH:17][c:18]1[N+:19](=[O:20])[O-:21])[CH2:7]2.